This data is from the Open Reaction Database (ORD), a public repository of structured organic reaction records. The task is: describe an organic reaction: reactants, conditions, products, and yield The reactants are BrC=1C(=C(C=CC1)N1C(NC2=CC(=CC=C2C1=O)F)=O)C (3-(3-bromo-2-methylphenyl)-7-fluoroquinazoline-2,4(1H,3H)-dione), IC (iodomethane), C(=O)([O-])[O-].[Cs+].[Cs+] (Cs2CO3). Run in C1CCOC1 (THF). Reaction conditions: time 3 hour. The product is BrC=1C(=C(C=CC1)N1C(N(C2=CC(=CC=C2C1=O)F)C)=O)C (3-(3-bromo-2-methylphenyl)-7-fluoro-1-methylquinazoline-2,4(1H,3H)-dione). Yield: 101.5%. RXN SMILES: [Br:1][C:2]1[C:3]([CH3:21])=[C:4]([N:8]2[C:17](=[O:18])[C:16]3[C:11](=[CH:12][C:13]([F:19])=[CH:14][CH:15]=3)[NH:10][C:9]2=[O:20])[CH:5]=[CH:6][CH:7]=1.IC.[C:24]([O-])([O-])=O.[Cs+].[Cs+]>C1COCC1>[Br:1][C:2]1[C:3]([CH3:21])=[C:4]([N:8]2[C:17](=[O:18])[C:16]3[C:11](=[CH:12][C:13]([F:19])=[CH:14][CH:15]=3)[N:10]([CH3:24])[C:9]2=[O:20])[CH:5]=[CH:6][CH:7]=1 |f:2.3.4|. Procedure details: A mixture of 3-(3-bromo-2-methylphenyl)-7-fluoroquinazoline-2,4(1H,3H)-dione (2.70 g, 7.73 mmol), iodomethane (0.580 mL, 9.28 mmol) and Cs2CO3 (3.78 g, 11.6 mmol) in THF (20 mL) was stirred at room temperature for 3 h. The mixture was filtered and the filtrate was diluted with DCM and washed with water. The aqueous phase was extracted with DCM, and the combined organic phases were dried and concentrated to give 3-(3-bromo-2-methylphenyl)-7-fluoro-1-methylquinazoline-2,4(1H,3H)-dione (2.85 g), us... Starting materials: CN1C(C(C(=C(C1)[N+](=O)[O-])SC)C)CN (1,3-dimethyl-4-methylthio-5-nitro-1,2,3,6-tetrahydropyridylmethylamine), 3, N1=C(C=CC=C1)CN (pyridylmethylamine), C(C)#N (acetonitrile). Conditions: time 5 hour. Product: CN1CN(C(=C(C1)[N+](=O)[O-])NCC1=NC=CC=C1)C (1,3-dimethyl-4-(pyridylmethylamino)-5 nitro-1,2,3,6-tetrahydropyrimidine). Reaction SMILES: [CH3:1][N:2]1[CH2:7][C:6]([N+:8]([O-:10])=[O:9])=[C:5](SC)C(C)[CH:3]1CN.[N:16]1[CH:21]=[CH:20][CH:19]=[CH:18][C:17]=1[CH2:22][NH2:23].[C:24](#[N:26])C>>[CH3:24][N:26]1[CH2:5][C:6]([N+:8]([O-:10])=[O:9])=[C:7]([NH:23][CH2:22][C:17]2[CH:18]=[CH:19][CH:20]=[CH:21][N:16]=2)[N:2]([CH3:1])[CH2:3]1. Reported procedure: A mixture of 0.61 g of 1,3-dimethyl-4-methylthio-5-nitro-1,2,3,6-tetrahydropyridylmethylamine, 0.357 g of 3 pyridylmethylamine and 6 ml of acetonitrile was stirred at room temperature for 5 hours. The reaction mixture was then concentrated and purified by column chromatography (eluent: dichloromethane-methanol (10:1)) to give 0.33 g of 1,3-dimethyl-4-(pyridylmethylamino)-5 nitro-1,2,3,6-tetrahydropyrimidine (Compound No. 31) as a syrup. Solvent: C=1C=CC(=CC1)C, O(C)C1CCCC1. Run at temperature 25 celsius, time 48 hour. The product is O=C(NCC=1C=CC=CC1)CCC(B2OC(C)(C)C(O2)(C)C)CC. Starting materials: O=C(NCC=1C=CC=CC1)CCCCC. The yield is 82.0%. Reagents/catalysts: N=1C(=CC=CC1C)C, O=C(NC1=CC=CC=C1C2=CN=CC=C2)NC3CCCCC3, O1C=2C=CC=3C=CC=CC3C2C4=C(OP1OC=5C=CC=6C=CC=CC6C5C7=C(O[Si](C(C)C)(C(C)C)C(C)C)C=CC=8C=CC=CC87)C=CC=9C=CC=CC94, O1B(OC(C)(C)C1(C)C)B2OC(C)(C)C(O2)(C)C, C[OH2+].C[OH2+].C1CC=CCCC=C1.C1CC=CCCC=C1.[Ir].[Ir]. The reactants are C(C1=CC=CC=C1)N1C(CC(C=C1)=O)C1=C(C=CC=C1)OC (N-benzyl-2,3-dihydro-2-(2-methoxyphenyl)4-pyridone), CO (methanol). Reagents/catalysts: [OH-].[OH-].[Pd+2] (Pd(OH)2). Product: COC1=C(C=CC=C1)N1CCC(CC1)O (2-Methoxyphenyl4 hydroxypiperidine). Reaction SMILES: [CH2:1]([N:8]1[CH:13]=[CH:12][C:11](=[O:14])[CH2:10][CH:9]1C1C=CC=CC=1OC)[C:2]1[CH:7]=[CH:6][CH:5]=[CH:4]C=1.[CH3:23][OH:24]>[OH-].[OH-].[Pd+2]>[CH3:23][O:24][C:2]1[CH:7]=[CH:6][CH:5]=[CH:4][C:1]=1[N:8]1[CH2:9][CH2:10][CH:11]([OH:14])[CH2:12][CH2:13]1 |f:2.3.4|. Procedure: To a solution of N-benzyl-2,3-dihydro-2-(2-methoxyphenyl)4-pyridone (5.5 g, 18.77 mmol) (which was prepared by the procedures of Yamamoto et al., Tetrahedron, 1993, 49, 1749) in methanol (80 mL) was added Pd(OH)2 (1.7 9) and the resulting suspension was hydrogenated (50 psi) for 20 hours. Pd-C was then filtered off and the crude reaction mixture was concentrated in vacuo to give a residue, which was purified by silica gel flash chromatography (5% MeOH-0.5% NH3 .diamond-solid.H2O-94.5% CH2Cl2) to...